This data is from the Open Reaction Database (ORD), a public repository of structured organic reaction records. The task is: describe an organic reaction: reactants, conditions, products, and yield Starting materials: B1C2CCCC1CCC2 (9-BBN), C(Cl)Cl (CH2Cl2), [O-]P(=O)([O-])[O-].[K+].[K+].[K+] (K3PO4), C(=C)C1=CC=C(C(=O)OC)C=C1 (methyl 4-vinylbenzoate), [Si](C)(C)(C(C)(C)C)O[C@H]1C=C(C(C1)=O)I ((R)-4-((tert-butyldimethylsilyl)oxy)-2-iodocyclopent-2-enone). The reagents and catalysts are C1=CC=C(C=C1)P([C-]2C=CC=C2)C3=CC=CC=C3.C1=CC=C(C=C1)P([C-]2C=CC=C2)C3=CC=CC=C3.Cl[Pd]Cl.[Fe+2] (PdCl2(dppf)). The solvent is CN(C)C=O (DMF), C1CCOC1 (THF), C1CCOC1 (THF). Reaction conditions: time 4 hour. The product is [Si](C)(C)(C(C)(C)C)O[C@H]1C=C(C(C1)=O)CCC1=CC=C(C(=O)OC)C=C1 ((R)-methyl 4-(2-(3-((tert-butyldimethylsilyl)oxy)-5-oxocyclopent-1-en-1-yl)ethyl)benzoate). Isolated yield 75.8%. Reaction SMILES: B1C2CCCC1CCC2.[CH:10]([C:12]1[CH:21]=[CH:20][C:15]([C:16]([O:18][CH3:19])=[O:17])=[CH:14][CH:13]=1)=[CH2:11].[Si:22]([O:29][C@@H:30]1[CH2:34][C:33](=[O:35])[C:32](I)=[CH:31]1)([C:25]([CH3:28])([CH3:27])[CH3:26])([CH3:24])[CH3:23].C(Cl)Cl.[O-]P([O-])([O-])=O.[K+].[K+].[K+]>C1COCC1.CN(C=O)C.C1C=CC(P(C2C=CC=CC=2)[C-]2C=CC=C2)=CC=1.C1C=CC(P(C2C=CC=CC=2)[C-]2C=CC=C2)=CC=1.Cl[Pd]Cl.[Fe+2]>[Si:22]([O:29][C@@H:30]1[CH2:34][C:33](=[O:35])[C:32]([CH2:11][CH2:10][C:12]2[CH:21]=[CH:20][C:15]([C:16]([O:18][CH3:19])=[O:17])=[CH:14][CH:13]=2)=[CH:31]1)([C:25]([CH3:28])([CH3:27])[CH3:26])([CH3:24])[CH3:23] |f:4.5.6.7,10.11.12.13|. Procedure details: A solution of 9-BBN (6.95 g, 28.5 mmol) in 110 mL THF was cannula transferred to a solution of methyl 4-vinylbenzoate (4.65 g, 28.7 mmol) in 22 mL THF, rinsing with 10 mL THF. The reaction was stirred at room temperature for 4 h, was cooled to 0° C. and 5.4 mL H2O was added. After 45 minutes at room temperature, the solution was cannula transferred to a mixture of the (R)-4-((tert-butyldimethylsilyl)oxy)-2-iodocyclopent-2-enone (8 g, 24 mmol) and PdCl2(dppf).CH2Cl2 (1.76 g, 2.41 mmol) in DMF (70... Starting materials: [Br-], OB(O)c1cccc(C(F)(F)F)c1, O=C1NCCc2c(-c3ccccc3)[nH]c3cccc1c23. The product is O=C1NCCc2c(-c3cccc(C(F)(F)F)c3)[nH]c3cccc1c23. RXN SMILES: [Br-:21].[F:22][C:23]([c:24]1[cH:25][c:26]([B:27]([OH:28])[OH:29])[cH:30][cH:31][cH:32]1)([F:33])[F:34].[c:1]1(-[c:7]2[nH:8][c:9]3[cH:10][cH:11][cH:12][c:13]4[c:14]3[c:15]2[CH2:16][CH2:17][NH:18][C:19]4=[O:20])[cH:2][cH:3][cH:4][cH:5][cH:6]1>>[c:1]1(-[c:7]2[nH:8][c:9]3[cH:10][cH:11][cH:12][c:13]4[c:14]3[c:15]2[CH2:16][CH2:17][NH:18][C:19]4=[O:20])[cH:2][cH:3][cH:4][c:5]([C:23]([F:22])([F:33])[F:34])[cH:6]1. Reactants: C1(=CC=CC=C1)C1CCC(=O)O1 (4-phenyl-γ-butyrolactone), NC1=CC=CC=C1 (aniline), Cl.NC1=CC=CC=C1 (aniline hydrochloride). The solvent is C1=CC=CC=C1 (benzene). Conditions: temperature 180 celsius, time 5 hour. Yields the product C1(=CC=CC=C1)N1C(CCC1C1=CC=CC=C1)=O (1,5-diphenyl-2-pyrrolidone). Yield: 85.1%. Reaction SMILES: [C:1]1([CH:7]2[O:12][C:10](=O)[CH2:9][CH2:8]2)[CH:6]=[CH:5][CH:4]=[CH:3][CH:2]=1.[NH2:13][C:14]1[CH:19]=[CH:18][CH:17]=[CH:16][CH:15]=1.Cl.NC1C=CC=CC=1>C1C=CC=CC=1>[C:14]1([N:13]2[CH:7]([C:1]3[CH:2]=[CH:3][CH:4]=[CH:5][CH:6]=3)[CH2:8][CH2:9][C:10]2=[O:12])[CH:19]=[CH:18][CH:17]=[CH:16][CH:15]=1 |f:2.3|. Procedure: To 20 g of 4-phenyl-γ-butyrolactone were added 28 g of aniline and 7.6 g of aniline hydrochloride, and the mixture was heated with stirring at 180° C. for 5 hours while evaporating the water formed. After cooling, 200 ml of benzene was added, and the mixture was washed with 10% hydrochloric acid and a saturated aqueous sodium chloride solution and dried. After removal of the solvent, the residue was recrystallized from ethyl acetate to give 24.9 g of 1,5-diphenyl-2-pyrrolidone. Reactants: C1=CC(=CN=C1)C(=O)O (S115), BrC1=CC=C(O1)C(=O)N[C@H](CC(=O)[O-])C[N+](C)(C)C ((R)-3-(5-bromofuran-2-carboxamido)-4-(trimethylammonio)butanoate), C(#C)C1=CC(=CC=C1)OCCCCCC (1-ethynyl-3-(hexyloxy)benzene). Product: C(CCCCC)OC=1C=C(C=CC1)C#CC1=CC=C(O1)C(=O)N[C@H](CC(=O)[O-])C[N+](C)(C)C ((R)-3-(5-((3-(hexyloxy)phenyl)ethynyl)furan-2-carboxamido)-4-(trimethylammonio)-butanoate). Isolated yield 20.0%. As a reaction SMILES: C1C=NC=C(C(O)=O)C=1.Br[C:11]1[O:15][C:14]([C:16]([NH:18][C@@H:19]([CH2:24][N+:25]([CH3:28])([CH3:27])[CH3:26])[CH2:20][C:21]([O-:23])=[O:22])=[O:17])=[CH:13][CH:12]=1.[C:29]([C:31]1[CH:36]=[CH:35][CH:34]=[C:33]([O:37][CH2:38][CH2:39][CH2:40][CH2:41][CH2:42][CH3:43])[CH:32]=1)#[CH:30]>>[CH2:38]([O:37][C:33]1[CH:32]=[C:31]([C:29]#[C:30][C:11]2[O:15][C:14]([C:16]([NH:18][C@@H:19]([CH2:24][N+:25]([CH3:28])([CH3:27])[CH3:26])[CH2:20][C:21]([O-:23])=[O:22])=[O:17])=[CH:13][CH:12]=2)[CH:36]=[CH:35][CH:34]=1)[CH2:39][CH2:40][CH2:41][CH2:42][CH3:43]. Procedure details: According to the method described in example S115, (R)-3-(5-bromofuran-2-carboxamido)-4-(trimethylammonio)butanoate was reacted with 1-ethynyl-3-(hexyloxy)benzene. The crude product was purified by silica gel chromatography (CH2Cl2/MeOH 3:2) to give the title compound as a white powder (11.1 mg, 20%). 1H NMR (400 MHz, D2O) δ 6.94-6.89 (m, 2H), 6.81-6.79 (m, 1H), 6.57 (s, 1H), 6.46-6.44 (m, 1H), 6.30 (s, 1H), 4.80-4.76 (m, 1H), 3.67-3.45 (m, 4H), 3.01 (s, 9H), 2.44-2.35 (m, 2H), 1.38-1.32 (m, 2H)... The reactants are BrB(Br)Br, CC(C)Cc1c(OC(=O)OC(C)(C)C)nc(Cc2c[nH]c3ccccc23)c(O)[n+]1[O-], ClCCl, CO, CCOCC, ClCCl, C=[N+]=[N-]. Yields the product COc1c(Cc2c[nH]c3ccccc23)nc(OC(=O)OC(C)(C)C)c(CC(C)C)[n+]1[O-]. Reaction SMILES: [B:34]([Br:35])([Br:36])[Br:37].[C:1]([CH3:2])([CH3:3])([CH3:4])[O:5][C:6](=[O:7])[O:8][c:9]1[c:10]([CH2:27][CH:28]([CH3:29])[CH3:30])[n+:11]([O-:26])[c:12]([OH:25])[c:13]([CH2:15][c:16]2[cH:17][nH:18][c:19]3[cH:20][cH:21][cH:22][cH:23][c:24]23)[n:14]1.[CH2:48]([Cl:49])[Cl:50].[CH3:38][OH:39].[CH3:43][CH2:44][O:45][CH2:46][CH3:47].[Cl:40][CH2:41][Cl:42].[N+:31](=[N-:32])=[CH2:33]>>[C:1]([CH3:2])([CH3:3])([CH3:4])[O:5][C:6](=[O:7])[O:8][c:9]1[c:10]([CH2:27][CH:28]([CH3:29])[CH3:30])[n+:11]([O-:26])[c:12]([O:25][CH3:33])[c:13]([CH2:15][c:16]2[cH:17][nH:18][c:19]3[cH:20][cH:21][cH:22][cH:23][c:24]23)[n:14]1. The reactants are FC=1C=C2C=C(NC2=CC1)C=O (5-fluoro-1H-indole-2-carbaldehyde), CO (methanol), C1(=CC=C(C=C1)S(=O)(=O)C[N+]#[C-])C (p-toluene sulfonylmethyl isocyanide), C([O-])([O-])=O.[K+].[K+] (potassium carbonate). Solvent: CCCCCC (Hexane). Yields the product FC=1C=C2C=C(NC2=CC1)C1=CN=CO1 (5-(5-fluoro-1H-indol-2-yl)oxazole). The yield is 26.0%. As a reaction SMILES: [F:1][C:2]1[CH:3]=[C:4]2[C:8](=[CH:9][CH:10]=1)[NH:7][C:6]([CH:11]=[O:12])=[CH:5]2.CO.C1(C)C=CC(S([CH2:24][N+:25]#[C-:26])(=O)=O)=CC=1.C(=O)([O-])[O-].[K+].[K+]>CCCCCC>[F:1][C:2]1[CH:3]=[C:4]2[C:8](=[CH:9][CH:10]=1)[NH:7][C:6]([C:11]1[O:12][CH:26]=[N:25][CH:24]=1)=[CH:5]2 |f:3.4.5|. Reported procedure: To a 100 mL round-bottom flask was added 5-fluoro-1H-indole-2-carbaldehyde 47 (0.627 g, 3.84 mmol), methanol (40 mL), p-toluene sulfonylmethyl isocyanide (0.826 g, 4.23 mmol), followed by potassium carbonate (0.68 g, 4.92 mmol). The reaction mixture was stirred at reflux for about 1.5 hour and followed by TLC. The solvent was then evaporated and saturated aq. NaHCO3 was added. The resultant suspension was extracted with CH2Cl2 (2×20 mL). Combined organic layers were washed with brine, dried (anh... Reactants: COC(CN1N=CC2=CC(=CC=C12)N1C(C=C(C=C1)C1=CC=C(C=C1)C(F)(F)F)=O)OC (1-(1-(2,2-dimethoxyethyl)-1H-indazol-5-yl)-4-(4-(trifluoromethyl)-phenyl)pyridin-2(1H)-one), Cl (HCl), O (H2O). The solvent is C1CCOC1 (THF). Product: O=C1N(C=CC(=C1)C1=CC=C(C=C1)C(F)(F)F)C=1C=C2C=NN(C2=CC1)CC=O (2-(5-(2-Oxo-4-(4-(trifluoromethyl)phenyl)pyridin-1(2H)-yl)-1H-indazol-1-yl)acetaldehyde). Yield: 233.0%. Reaction SMILES: C[O:2][CH:3](OC)[CH2:4][N:5]1[C:13]2[C:8](=[CH:9][C:10]([N:14]3[CH:19]=[CH:18][C:17]([C:20]4[CH:25]=[CH:24][C:23]([C:26]([F:29])([F:28])[F:27])=[CH:22][CH:21]=4)=[CH:16][C:15]3=[O:30])=[CH:11][CH:12]=2)[CH:7]=[N:6]1.Cl.O>C1COCC1>[O:30]=[C:15]1[CH:16]=[C:17]([C:20]2[CH:21]=[CH:22][C:23]([C:26]([F:27])([F:28])[F:29])=[CH:24][CH:25]=2)[CH:18]=[CH:19][N:14]1[C:10]1[CH:9]=[C:8]2[C:13](=[CH:12][CH:11]=1)[N:5]([CH2:4][CH:3]=[O:2])[N:6]=[CH:7]2. Procedure: A solution of 1-(1-(2,2-dimethoxyethyl)-1H-indazol-5-yl)-4-(4-(trifluoromethyl)-phenyl)pyridin-2(1H)-one (480 mg, 1.08 mmol) in THF (10 mL) was treated with aqueous HCl (9 mL, 2.0 M). The solution was heated to reflux for 1 h, allowed to cool and then treated with H2O (100 mL). The resulting solids were isolated by filtration, washed with H2O and dried under high vacuum for 16 h to give the title compound (1.00 g, 64%) as a light brown solid: ESI MS m/z 398 [M+H]+.